This data is from the Open Reaction Database (ORD), a public repository of structured organic reaction records. The task is: describe an organic reaction: reactants, conditions, products, and yield Reactants: C(CCC#C)(=O)N (4-pentynamide), IC1=C2/C(/C(NC2=CC=C1)=O)=C/C=1NC=CC1OC ((Z)-1,3-dihydro-4-iodo-3-[(3-methoxy-1H-pyrrol-2-yl)methylene]-2H-indol-2-one), IC1=C2/C(/C(NC2=CC=C1)=O)=C/C=1NC=CC1OC ((Z)-1,3-dihydro-4-iodo-3-[(3-methoxy-1H-pyrrol-2-yl)methylene]-2H-indol-2-one). The reagents and catalysts are Cl[Pd]([P](C1=CC=CC=C1)(C2=CC=CC=C2)C3=CC=CC=C3)([P](C4=CC=CC=C4)(C5=CC=CC=C5)C6=CC=CC=C6)Cl ((Ph3P)2PdCl2). The solvent is CCN(CC)CC (Et3N), CN(C)C=O (DMF). Yields the product COC1=C(NC=C1)\C=C\1/C(NC2=CC=CC(=C12)C#CCCC(=O)N)=O ((Z)-5-[2,3-dihydro-3-[(3-methoxy-1H-pyrrol-2-yl)methylene]-2-oxo-1H-indol-4-yl]-4-pentynamide). Reaction SMILES: [C:1]([NH2:7])(=[O:6])[CH2:2][CH2:3][C:4]#[CH:5].I[C:9]1[CH:17]=[CH:16][CH:15]=[C:14]2[C:10]=1/[C:11](=[CH:19]/[C:20]1[NH:21][CH:22]=[CH:23][C:24]=1[O:25][CH3:26])/[C:12](=[O:18])[NH:13]2>Cl[Pd](Cl)([P](C1C=CC=CC=1)(C1C=CC=CC=1)C1C=CC=CC=1)[P](C1C=CC=CC=1)(C1C=CC=CC=1)C1C=CC=CC=1.CN(C=O)C.CCN(CC)CC>[CH3:26][O:25][C:24]1[CH:23]=[CH:22][NH:21][C:20]=1/[CH:19]=[C:11]1\[C:12](=[O:18])[NH:13][C:14]2[C:10]\1=[C:9]([C:5]#[C:4][CH2:3][CH2:2][C:1]([NH2:7])=[O:6])[CH:17]=[CH:16][CH:15]=2 |^1:29,48|. Procedure: Using Method C above, 4-pentynamide (49 mg, 0.5 mmol) (prepared from 4-pentyonic acid according to Method G above) was coupled with (Z)-1,3-dihydro-4-iodo-3-[(3-methoxy-1H-pyrrol-2-yl)methylene]-2H-indol-2-one (Starting Material 2 supra) (120 mg, 0.32 mmol) using (Ph3P)2PdCl2 (12 mg) and Cul (6 mg) as catalyst in DMF (1 mL) and Et3N (1 mL) as solvent at 70° C. for 22 h to yield (Z)-5-[2,3-dihydro-3-[(3-methoxy-1H-pyrrol-2-yl)methylene]-2-oxo-1H-indol-4-yl]-4-pentynamide. (Yield 45 mg, 42%). Reaction SMILES: C([SiH](CC)CC)C.[CH:8]1([CH2:14][CH:15]2[CH2:19][C:18]3[CH:20]=[CH:21][CH:22]=[CH:23][C:17]=3[O:16]2)CCC[CH2:10][CH2:9]1>FC(F)(F)C(O)=O>[CH2:14]([CH:15]1[CH2:19][C:18]2[CH:20]=[CH:21][CH:22]=[CH:23][C:17]=2[O:16]1)[CH2:8][CH2:9][CH3:10]. The product is C(CCC)C1OC2=C(C1)C=CC=C2 (2-n-Butyl-2,3-dihydrobenzofuran). Reactants: above product, C(C)[SiH](CC)CC (triethylsilane), C1(CCCCC1)CC1OC2=C(C1)C=CC=C2 (2-Cyclohexylmethyl-2,3-dihydrobenzofuran), crude product. Procedure details: Reduction of 15 g (86.0 mmole) of the above product with triethylsilane in trifluoroacetic acid by the method of Preparation D, Part (iv), and purification of the crude product on a silica gel column, eluting with hexane and hexane containing 5% ethyl acetate and distillation of the combined product fractions gave 15.5 g of the title compound as a clear oil, b.p. 114°-120° C. 15 Torr. M.S. (m/e): 176 (M+), TLC Rf 0.55, hexane. Solvent: FC(C(=O)O)(F)F (trifluoroacetic acid). The reactants are CN(C)S(=O)(=O)n1cc(CC(C)(C)C)nc1C(=O)Cc1ccc(-n2cccn2)cc1, [Li]C, C1CCOC1. Yields the product CN(C)S(=O)(=O)n1cc(CC(C)(C)C)nc1C(C)(O)Cc1ccc(-n2cccn2)cc1. RXN SMILES: [CH3:3][C:4]([CH2:5][c:6]1[n:7][c:8]([C:17]([CH2:18][c:19]2[cH:20][cH:21][c:22](-[n:25]3[n:26][cH:27][cH:28][cH:29]3)[cH:23][cH:24]2)=[O:30])[n:9]([S:11](=[O:12])(=[O:13])[N:14]([CH3:15])[CH3:16])[cH:10]1)([CH3:31])[CH3:32].[Li:1][CH3:2].[O:33]1[CH2:34][CH2:35][CH2:36][CH2:37]1>>[CH3:2][C:17]([c:8]1[n:7][c:6]([CH2:5][C:4]([CH3:3])([CH3:31])[CH3:32])[cH:10][n:9]1[S:11](=[O:12])(=[O:13])[N:14]([CH3:15])[CH3:16])([CH2:18][c:19]1[cH:20][cH:21][c:22](-[n:25]2[n:26][cH:27][cH:28][cH:29]2)[cH:23][cH:24]1)[OH:30]. Reactants: CCCCN, C#CC(C)CC, CCN(CC=CCl)Cc1cccc(OCc2cccc(-c3ccsc3)c2)c1, [Cu]I, C1CCOC1, Cl[Pd]Cl, c1ccc(P(c2ccccc2)c2ccccc2)cc1. The product is CCC(C)C#CC=CCN(CC)Cc1cccc(OCc2cccc(-c3ccsc3)c2)c1. As a reaction SMILES: [CH2:47]([NH2:48])[CH2:49][CH2:50][CH3:51].[CH3:52][CH:53]([C:54]#[CH:55])[CH2:56][CH3:57].[Cl:1][CH:2]=[CH:3][CH2:4][N:5]([CH2:6][CH3:7])[CH2:8][c:9]1[cH:10][c:11]([O:15][CH2:16][c:17]2[cH:18][c:19](-[c:23]3[cH:24][s:25][cH:26][cH:27]3)[cH:20][cH:21][cH:22]2)[cH:12][cH:13][cH:14]1.[Cu:66][I:67].[O:58]1[CH2:59][CH2:60][CH2:61][CH2:62]1.[Pd:63]([Cl:64])[Cl:65].[c:28]1([P:29]([c:30]2[cH:31][cH:32][cH:33][cH:34][cH:35]2)[c:36]2[cH:37][cH:38][cH:39][cH:40][cH:41]2)[cH:42][cH:43][cH:44][cH:45][cH:46]1>>[CH:2](=[CH:3][CH2:4][N:5]([CH2:6][CH3:7])[CH2:8][c:9]1[cH:10][c:11]([O:15][CH2:16][c:17]2[cH:18][c:19](-[c:23]3[cH:24][s:25][cH:26][cH:27]3)[cH:20][cH:21][cH:22]2)[cH:12][cH:13][cH:14]1)[C:55]#[C:54][CH:53]([CH3:52])[CH2:56][CH3:57]. The reactants are [Si](C)(C)(C(C)(C)C)OC1CC=C(CC1)C1=C(C=C(C=N1)N)C (6-(4-{[tert-butyl(dimethyl)silyl]oxy}-cyclohex-1-en-1-yl)-5-methylpyridin-3-amine), [F-].[K+] (potassium fluoride), polymethylhydrosiloxane. Reagents/catalysts: C(C)(=O)[O-].[Pd+2].C(C)(=O)[O-] (palladium acetate). The solvent is O (water), O1CCCC1 (tetrahydrofuran), C(C)OCC (diethyl ether). Yields the product [Si](C)(C)(C(C)(C)C)O[C@@H]1CC[C@H](CC1)C1=C(C=C(C=N1)N)C (trans-6-(4-{[tert-Butyl(dimethyl)silyl]oxy}cyclohexyl)-5-methylpyridine-3-amine). Yield: 89.4%. As a reaction SMILES: [Si:1]([O:8][CH:9]1[CH2:14][CH2:13][C:12]([C:15]2[N:20]=[CH:19][C:18]([NH2:21])=[CH:17][C:16]=2[CH3:22])=[CH:11][CH2:10]1)([C:4]([CH3:7])([CH3:6])[CH3:5])([CH3:3])[CH3:2].[F-].[K+]>O1CCCC1.O.C(OCC)C.C([O-])(=O)C.[Pd+2].C([O-])(=O)C>[Si:1]([O:8][C@H:9]1[CH2:14][CH2:13][C@H:12]([C:15]2[N:20]=[CH:19][C:18]([NH2:21])=[CH:17][C:16]=2[CH3:22])[CH2:11][CH2:10]1)([C:4]([CH3:7])([CH3:6])[CH3:5])([CH3:2])[CH3:3] |f:1.2,6.7.8|. Reported procedure: To a solution of 6-(4-{[tert-butyl(dimethyl)silyl]oxy}-cyclohex-1-en-1-yl)-5-methylpyridin-3-amine (1.5 g) described in Reference Example 110, palladium acetate (211 mg) and potassium fluoride (1.09 g) in tetrahydrofuran (24 ml) and water (10 ml) was slowly added dropwise polymethylhydrosiloxane (PMHS) (1.12 ml) at room temperature with stirring, and then stirred at room temperature for 2 hours. After completion of the reaction, the reaction solution was diluted with diethyl ether, filtered thro...